From a dataset of the Open Reaction Database (ORD), a public repository of structured organic reaction records. describe an organic reaction: reactants, conditions, products, and yield Reaction SMILES: [Br:1][C:2]1[CH:3]=[CH:4][C:5](I)=[N:6][CH:7]=1.[CH3:9][N:10]1[CH2:15][CH2:14][NH:13][CH2:12][CH2:11]1>>[Br:1][C:2]1[CH:3]=[CH:4][C:5]([N:13]2[CH2:14][CH2:15][N:10]([CH3:9])[CH2:11][CH2:12]2)=[N:6][CH:7]=1. The product is BrC=1C=CC(=NC1)N1CCN(CC1)C (1-(5-bromo-pyridin-2-yl)-4-methyl-piperazine). The reactants are BrC=1C=CC(=NC1)I (5-bromo-2-iodopyridine), CN1CCNCC1 (N-methylpiperazine). Reported procedure: The product is obtained analogously to Example 3.24a is from 1.5 g (5.28 mmol) 5-bromo-2-iodopyridine and 1.3 mL (11.7 mmol) N-methylpiperazine. The product is CCCCCCCOC(=S)SC(Cn1ccnc1)c1ccc(Cl)cc1Cl. Reaction SMILES: [Cl:1][c:2]1[c:3]([CH:4]([CH2:5][n:6]2[cH:7][n:8][cH:9][cH:10]2)[S:11][C:12](=[S:13])[O:14][CH2:15][CH2:16][CH2:17][CH2:18][CH2:19][CH2:20][CH2:21][CH3:22])[cH:23][cH:24][c:25]([Cl:27])[cH:26]1.[O-:28][N+:29](=[O:30])[O-:31]>>[Cl:1][c:2]1[c:3]([CH:4]([CH2:5][n:6]2[cH:7][n:8][cH:9][cH:10]2)[S:11][C:12](=[S:13])[O:14][CH2:15][CH2:16][CH2:17][CH2:18][CH2:19][CH2:20][CH3:21])[cH:23][cH:24][c:25]([Cl:27])[cH:26]1. The reactants are CCCCCCCCOC(=S)SC(Cn1ccnc1)c1ccc(Cl)cc1Cl, O=[N+]([O-])[O-].